This data is from the Open Reaction Database (ORD), a public repository of structured organic reaction records. The task is: describe an organic reaction: reactants, conditions, products, and yield Reactants: CC(C)C(=O)Nc1cccc(C2CCNCC2)c1, O=C(CCCCCl)c1ccc(C(F)(F)F)cc1. The product is CC(C)C(=O)Nc1cccc(C2CCN(CCCCC(=O)c3ccc(C(F)(F)F)cc3)CC2)c1. Reaction SMILES: [CH3:18][CH:19]([C:20](=[O:21])[NH:22][c:23]1[cH:24][c:25]([CH:29]2[CH2:30][CH2:31][NH:32][CH2:33][CH2:34]2)[cH:26][cH:27][cH:28]1)[CH3:35].[Cl:1][CH2:2][CH2:3][CH2:4][CH2:5][C:6](=[O:7])[c:8]1[cH:9][cH:10][c:11]([C:14]([F:15])([F:16])[F:17])[cH:12][cH:13]1>>[CH2:2]([CH2:3][CH2:4][CH2:5][C:6](=[O:7])[c:8]1[cH:9][cH:10][c:11]([C:14]([F:15])([F:16])[F:17])[cH:12][cH:13]1)[N:32]1[CH2:31][CH2:30][CH:29]([c:25]2[cH:24][c:23]([NH:22][C:20]([CH:19]([CH3:18])[CH3:35])=[O:21])[cH:28][cH:27][cH:26]2)[CH2:34][CH2:33]1. Reactants: [Br-], BrCc1ccccc1, O=C(O)CC(O)CNC(=O)OCc1ccccc1, CCCC[N+](CCCC)(CCCC)CCCC, ClCCl. The product is O=C(CC(O)CNC(=O)OCc1ccccc1)OCc1ccccc1. RXN SMILES: [Br-:27].[Br:19][CH2:20][c:21]1[cH:22][cH:23][cH:24][cH:25][cH:26]1.[CH2:1]([c:2]1[cH:3][cH:4][cH:5][cH:6][cH:7]1)[O:8][C:9](=[O:10])[NH:11][CH2:12][CH:13]([CH2:14][C:15](=[O:16])[OH:17])[OH:18].[CH2:28]([N+:29]([CH2:30][CH2:31][CH2:32][CH3:33])([CH2:34][CH2:35][CH2:36][CH3:37])[CH2:38][CH2:39][CH2:40][CH3:41])[CH2:42][CH2:43][CH3:44].[Cl:45][CH2:46][Cl:47]>>[CH2:1]([c:2]1[cH:3][cH:4][cH:5][cH:6][cH:7]1)[O:8][C:9](=[O:10])[NH:11][CH2:12][CH:13]([CH2:14][C:15]([O:16][CH2:20][c:21]1[cH:22][cH:23][cH:24][cH:25][cH:26]1)=[O:17])[OH:18].